This data is from the Open Reaction Database (ORD), a public repository of structured organic reaction records. The task is: describe an organic reaction: reactants, conditions, products, and yield Reported procedure: 4-(4-Chlorophenoxy)benzenamine (0.1 mole) and pyridine (50 ml) are charged into a glass reaction vessel fitted with a mechanical stirrer and thermometer and are cooled to about 5° C. Ethyl chloroformate (0.125 mole) is added, with stirring, at about 5° C. Stirring is continued for a period of about 30 minutes at about 5° C., and then for an additional 16 hours at room temperature. The mixture is then washed with 2 portions of water (50 ml), dried and the solvent is then removed to yield the desi... The solvent is N1=CC=CC=C1 (pyridine). Starting materials: ClC1=CC=C(OC2=CC=C(C=C2)N)C=C1 (4-(4-Chlorophenoxy)benzenamine), ClC(=O)OCC (Ethyl chloroformate). Conditions: temperature 5 celsius, time 30 minute. Product: ClC1=CC=C(OC2=CC=C(C=C2)NC(OCC)=O)C=C1 (ethyl [4-(4-chlorophenoxy)pheny]carbamate). RXN SMILES: [Cl:1][C:2]1[CH:15]=[CH:14][C:5]([O:6][C:7]2[CH:12]=[CH:11][C:10]([NH2:13])=[CH:9][CH:8]=2)=[CH:4][CH:3]=1.Cl[C:17]([O:19][CH2:20][CH3:21])=[O:18]>N1C=CC=CC=1>[Cl:1][C:2]1[CH:15]=[CH:14][C:5]([O:6][C:7]2[CH:12]=[CH:11][C:10]([NH:13][C:17](=[O:18])[O:19][CH2:20][CH3:21])=[CH:9][CH:8]=2)=[CH:4][CH:3]=1. As a reaction SMILES: [CH2:30]([N:31]=[C:32]=[N:33][CH2:34][CH2:35][CH2:36][N:37]([CH3:38])[CH3:39])[CH3:40].[CH2:41]([Cl:42])[Cl:43].[CH3:15][N:16]([c:17]1[cH:18][cH:19][cH:20][cH:21][n:22]1)[CH3:23].[CH3:24][C:25]([CH3:26])([CH3:27])[OH:28].[ClH:29].[N+:1](=[O:2])([O-:3])[c:4]1[cH:5][cH:6][c:7]([CH:10]([C:11](=[O:12])[OH:13])[CH3:14])[cH:8][cH:9]1>>[N+:1](=[O:2])([O-:3])[c:4]1[cH:5][cH:6][c:7]([CH:10]([C:11](=[O:12])[O:13][C:25]([CH3:24])([CH3:26])[CH3:27])[CH3:14])[cH:8][cH:9]1. The reactants are CCN=C=NCCCN(C)C, ClCCl, CN(C)c1ccccn1, CC(C)(C)O, Cl, CC(C(=O)O)c1ccc([N+](=O)[O-])cc1. Product: CC(C(=O)OC(C)(C)C)c1ccc([N+](=O)[O-])cc1.